Dataset: the Open Reaction Database (ORD), a public repository of structured organic reaction records. Task: describe an organic reaction: reactants, conditions, products, and yield Reactants: E1, ClC=1C=C2N(C(N1)=O)CC(N2C)(C)C (7-chloro-1,2,2-trimethyl-2,3-dihydroimidazo[1,2-c]pyrimidin-5(1H)-one), FC1=C(C=C(C(=C1)F)F)CO ((2,4,5-trifluorophenyl)methanol). Yields the product CN1C(CN2C(N=C(C=C21)OCC2=C(C=C(C(=C2)F)F)F)=O)(C)C (1,2,2-trimethyl-7-((2,4,5-trifluorobenzyl)oxy)-2,3-dihydroimidazo[1,2-c]pyrimidin-5(1H)-one). RXN SMILES: Cl[C:2]1[CH:3]=[C:4]2[N:11]([CH3:12])[C:10]([CH3:14])([CH3:13])[CH2:9][N:5]2[C:6](=[O:8])[N:7]=1.[F:15][C:16]1[CH:21]=[C:20]([F:22])[C:19]([F:23])=[CH:18][C:17]=1[CH2:24][OH:25]>>[CH3:12][N:11]1[C:4]2[N:5]([C:6](=[O:8])[N:7]=[C:2]([O:25][CH2:24][C:17]3[CH:18]=[C:19]([F:23])[C:20]([F:22])=[CH:21][C:16]=3[F:15])[CH:3]=2)[CH2:9][C:10]1([CH3:14])[CH3:13]. Procedure: The title compound was prepared by a procedure similar to that described for E1 starting from 7-chloro-1,2,2-trimethyl-2,3-dihydroimidazo[1,2-c]pyrimidin-5(1H)-one and (2,4,5-trifluorophenyl)methanol. Reaction SMILES: [Cl:12][C:13](=[O:14])[O:15][CH2:16][CH:17]=[CH2:18].[NH2:1][CH2:2][c:3]1[cH:4][cH:5][c:6]([C:7](=[O:8])[OH:9])[cH:10][cH:11]1.[Na+:20].[OH-:19]>>[NH:1]([CH2:2][c:3]1[cH:4][cH:5][c:6]([C:7](=[O:8])[OH:9])[cH:10][cH:11]1)[C:13](=[O:14])[O:15][CH2:16][CH:17]=[CH2:18]. The reactants are C=CCOC(=O)Cl, NCc1ccc(C(=O)O)cc1, [Na+], [OH-]. Product: C=CCOC(=O)NCc1ccc(C(=O)O)cc1.